This data is from the Open Reaction Database (ORD), a public repository of structured organic reaction records. The task is: describe an organic reaction: reactants, conditions, products, and yield Starting materials: [Br-], CCOC(=O)CBr, O=C([O-])[O-], CCCC[N+](CCCC)(CCCC)CCCC, CC#N, [Cs+], [Cs+], [Na+], [Na+], O=C([O-])[O-], CCCCC1(CC)CN(c2ccccc2)c2cc(SC)c(O)cc2S(=O)(=O)C1. Yields the product CCCCC1(CC)CN(c2ccccc2)c2cc(SC)c(OCC(=O)OCC)cc2S(=O)(=O)C1. Reaction SMILES: [Br-:48].[Br:35][CH2:36][C:37](=[O:38])[O:39][CH2:40][CH3:41].[C:42](=[O:43])([O-:44])[O-:45].[CH3:49][CH2:50][CH2:51][CH2:52][N+:53]([CH2:54][CH2:55][CH2:56][CH3:57])([CH2:58][CH2:59][CH2:60][CH3:61])[CH2:62][CH2:63][CH2:64][CH3:65].[CH3:66][C:67]#[N:68].[Cs+:46].[Cs+:47].[Na+:29].[Na+:30].[O-:31][C:32](=[O:33])[O-:34].[O:1]=[S:2]1(=[O:28])[CH2:3][C:4]([CH2:22][CH3:23])([CH2:24][CH2:25][CH2:26][CH3:27])[CH2:5][N:6]([c:16]2[cH:17][cH:18][cH:19][cH:20][cH:21]2)[c:7]2[c:8]1[cH:9][c:10]([OH:15])[c:11]([S:13][CH3:14])[cH:12]2>>[O:1]=[S:2]1(=[O:28])[CH2:3][C:4]([CH2:22][CH3:23])([CH2:24][CH2:25][CH2:26][CH3:27])[CH2:5][N:6]([c:16]2[cH:17][cH:18][cH:19][cH:20][cH:21]2)[c:7]2[c:8]1[cH:9][c:10]([O:15][CH2:36][C:37](=[O:38])[O:39][CH2:40][CH3:41])[c:11]([S:13][CH3:14])[cH:12]2.